Dataset: the Open Reaction Database (ORD), a public repository of structured organic reaction records. Task: describe an organic reaction: reactants, conditions, products, and yield The reactants are NCc1ccccc1, ClCCCl, CCOC(C)=O, ClCCl, CSc1nc(-c2cc(C(=O)O)ccc2C)c2ccc(=O)n(-c3c(F)cccc3F)c2n1, On1nnc2ccccc21. Product: CSc1nc(-c2cc(C(=O)NCc3ccccc3)ccc2C)c2ccc(=O)n(-c3c(F)cccc3F)c2n1. RXN SMILES: [CH2:32]([c:33]1[cH:34][cH:35][cH:36][cH:37][cH:38]1)[NH2:39].[CH2:40]([Cl:41])[CH2:42][Cl:43].[CH3:57][CH2:58][O:59][C:60]([CH3:61])=[O:62].[Cl:54][CH2:55][Cl:56].[F:1][c:2]1[c:3](-[n:9]2[c:10](=[O:31])[cH:11][cH:12][c:13]3[c:14]2[n:15][c:16]([S:29][CH3:30])[n:17][c:18]3-[c:19]2[cH:20][c:21]([C:22](=[O:23])[OH:24])[cH:25][cH:26][c:27]2[CH3:28])[c:4]([F:8])[cH:5][cH:6][cH:7]1.[OH:44][n:45]1[c:46]2[c:47]([cH:48][cH:49][cH:50][cH:51]2)[n:52][n:53]1>>[F:1][c:2]1[c:3](-[n:9]2[c:10](=[O:31])[cH:11][cH:12][c:13]3[c:14]2[n:15][c:16]([S:29][CH3:30])[n:17][c:18]3-[c:19]2[cH:20][c:21]([C:22](=[O:24])[NH:39][CH2:32][c:33]3[cH:34][cH:35][cH:36][cH:37][cH:38]3)[cH:25][cH:26][c:27]2[CH3:28])[c:4]([F:8])[cH:5][cH:6][cH:7]1. RXN SMILES: [C:1]1(B(O)O)[CH:6]=[CH:5][CH:4]=[CH:3][CH:2]=1.Br[C:11]1[CH:12]=[C:13]([O:21][CH3:22])[C:14]([O:19][CH3:20])=[C:15]([CH:18]=1)[CH:16]=[O:17].C(=O)([O-])[O-].[Na+].[Na+].C(O)(C)C>C1C=CC(P(C2C=CC=CC=2)C2C=CC=CC=2)=CC=1.C1C=CC(P(C2C=CC=CC=2)C2C=CC=CC=2)=CC=1.Cl[Pd]Cl.O>[CH3:20][O:19][C:14]1[C:13]([O:21][CH3:22])=[CH:12][C:11]([C:1]2[CH:6]=[CH:5][CH:4]=[CH:3][CH:2]=2)=[CH:18][C:15]=1[CH:16]=[O:17] |f:2.3.4,6.7.8|. Reagents/catalysts: C1=CC=C(C=C1)P(C2=CC=CC=C2)C3=CC=CC=C3.C1=CC=C(C=C1)P(C2=CC=CC=C2)C3=CC=CC=C3.Cl[Pd]Cl (bis(triphenylphosphine)palladium (II) chloride). The product is COC1=C(C=O)C=C(C=C1OC)C1=CC=CC=C1 (2,3-Dimethoxy-5-phenylbenzaldehyde). Procedure: A stirred mixture of benzeneboronic acid (0.610 g; 5 mmol), 5-bromo-2,3-dimethoxybenzaldehyde (1.00 g; 4.1 mmol), bis(triphenylphosphine)palladium (II) chloride (0.050 g; 0.071 mmol), sodium carbonate (0.848 g; 8 mmol), isopropanol (40 mL) and water (4.0 mL) was bubbled with nitrogen for fifteen minutes then heated under reflux overnight. The mixture was evaporated, the residue stirred with water and dichloromethane and the organic layer dried and evaporated. The residue was taken up in boiling ... The reactants are C1(=CC=CC=C1)B(O)O (benzeneboronic acid), BrC=1C=C(C(=C(C=O)C1)OC)OC (5-bromo-2,3-dimethoxybenzaldehyde), C([O-])([O-])=O.[Na+].[Na+] (sodium carbonate), C(C)(C)O (isopropanol). Solvent: O (water). The reactants are ice water, C(CCCCCCC)C1CC2=CC=C(C=C2C1)B(O)O (2-octylindan-5-boronic acid), BrC=1SC(=CC1)Br (2,5-dibromothiophene), C(C)O (ethanol), C([O-])([O-])=O.[Na+].[Na+] (sodium carbonate). The reagents and catalysts are [Pd].C1(=CC=CC=C1)P(C1=CC=CC=C1)C1=CC=CC=C1.C1(=CC=CC=C1)P(C1=CC=CC=C1)C1=CC=CC=C1.C1(=CC=CC=C1)P(C1=CC=CC=C1)C1=CC=CC=C1.C1(=CC=CC=C1)P(C1=CC=CC=C1)C1=CC=CC=C1 (tetrakis (triphenylphosphine) palladium). Run in C1=CC=CC=C1 (benzene). Product: C(CCCCCCC)C1CC2=CC=C(C=C2C1)C=1SC(=CC1)C=1C=C2CC(CC2=CC1)CCCCCCCC (2,5-bis(2-octylindan-5-yl)thiophene). Isolated yield 91.0%. RXN SMILES: [CH2:1]([CH:9]1[CH2:17][C:16]2[C:11](=[CH:12][CH:13]=[C:14](B(O)O)[CH:15]=2)[CH2:10]1)[CH2:2][CH2:3][CH2:4][CH2:5][CH2:6][CH2:7][CH3:8].Br[C:22]1[S:23][C:24](Br)=[CH:25][CH:26]=1.[CH2:28](O)[CH3:29].C(=O)([O-])[O-].[Na+].[Na+]>[Pd].C1(P(C2C=CC=CC=2)C2C=CC=CC=2)C=CC=CC=1.C1(P(C2C=CC=CC=2)C2C=CC=CC=2)C=CC=CC=1.C1(P(C2C=CC=CC=2)C2C=CC=CC=2)C=CC=CC=1.C1(P(C2C=CC=CC=2)C2C=CC=CC=2)C=CC=CC=1.C1C=CC=CC=1>[CH2:1]([CH:9]1[CH2:17][C:16]2[C:11](=[CH:12][CH:13]=[C:14]([C:22]3[S:23][C:24]([C:14]4[CH:15]=[C:16]5[C:11](=[CH:12][CH:13]=4)[CH2:10][CH:9]([CH2:1][CH2:2][CH2:3][CH2:4][CH2:5][CH2:6][CH2:28][CH3:29])[CH2:17]5)=[CH:25][CH:26]=3)[CH:15]=2)[CH2:10]1)[CH2:2][CH2:3][CH2:4][CH2:5][CH2:6][CH2:7][CH3:8] |f:3.4.5,6.7.8.9.10|. Reported procedure: 0.82 g (3.0 mM) of 2-octylindan-5-boronic acid, 0.36 g (1.5 mM) of 2,5-dibromothiophene, 2 ml of ethanol, 4 ml of benzene, 4 ml of 2M-sodium carbonate aqueous solution and 0.12 g of tetrakis (triphenylphosphine)palladium (O) were mixed and heat-refluxed for 1 hour under stirring. After the reaction, the reaction mixture was poured into ice water to precipitate a crystal. The crystal was recovered by filtration under reduced pressure and purified by silica gel column chromatography (eluent: hexan... Starting materials: FC=1C=CC=C2C(N(C(=NC12)N1CCN(CC1)C1=CC(=CC=C1)OC)C1=C(C=CC(=C1)C(F)(F)F)OC)CC(=O)O ((±)-{8-Fluoro-2-[4-(3-methoxyphenyl)piperazin-1-yl]-3-(2-methoxy-5-trifluoromethylphenyl)-3,4-dihydroquinazolin-4-yl}acetic acid), CO (methanol), S(O)(O)(=O)=O (sulphuric acid). Solvent: C(C)O (ethanol). Yields the product FC=1C=CC=C2C(N(C(=NC12)N1CCN(CC1)C1=CC(=CC=C1)OC)C1=C(C=CC(=C1)C(F)(F)F)OC)CC(=O)OC (methyl {8-fluoro-2-[4-(3-methoxyphenyl)piperazin-1-yl]-3-[2-methoxy-5-(trifluoromethyl)phenyl]-3,4-dihydroquinazolin-4-yl}acetate). Isolated yield 75.2%. RXN SMILES: [F:1][C:2]1[CH:3]=[CH:4][CH:5]=[C:6]2[C:11]=1[N:10]=[C:9]([N:12]1[CH2:17][CH2:16][N:15]([C:18]3[CH:23]=[CH:22][CH:21]=[C:20]([O:24][CH3:25])[CH:19]=3)[CH2:14][CH2:13]1)[N:8]([C:26]1[CH:31]=[C:30]([C:32]([F:35])([F:34])[F:33])[CH:29]=[CH:28][C:27]=1[O:36][CH3:37])[CH:7]2[CH2:38][C:39]([OH:41])=[O:40].S(=O)(=O)(O)O.[CH3:47]O>C(O)C>[F:1][C:2]1[CH:3]=[CH:4][CH:5]=[C:6]2[C:11]=1[N:10]=[C:9]([N:12]1[CH2:13][CH2:14][N:15]([C:18]3[CH:23]=[CH:22][CH:21]=[C:20]([O:24][CH3:25])[CH:19]=3)[CH2:16][CH2:17]1)[N:8]([C:26]1[CH:31]=[C:30]([C:32]([F:35])([F:34])[F:33])[CH:29]=[CH:28][C:27]=1[O:36][CH3:37])[CH:7]2[CH2:38][C:39]([O:41][CH3:47])=[O:40]. Procedure: (±)-{8-Fluoro-2-[4-(3-methoxyphenyl)piperazin-1-yl]-3-(2-methoxy-5-trifluoromethylphenyl)-3,4-dihydroquinazolin-4-yl}acetic acid (54 g) is dissolved in methanol (540 g), then concentrated sulphuric acid (7.85 ml) is added. The mixture is stirred under reflux for 26 h, then cooled and concentrated in vacuo to ca. one third of the original volume. Water (150 ml) and dichloromethane (150 ml) are added, then the phases are separated. The organic phase is extracted with saturated sodium hydrogencarbo...